From a dataset of the Open Reaction Database (ORD), a public repository of structured organic reaction records. describe an organic reaction: reactants, conditions, products, and yield Reactants: C(C1=CC=CC=C1)=C1C(C2(CCC1C2(C)C)CS(=O)(=O)[O-])=O.[Na+] (sodium 3-benzylidene-2-oxo-10-bornane sulfonate), Cl (hydrochloric acid). The solvent is O (water). Yields the product C(C1=CC=CC=C1)=C1C(C2(CCC1C2(C)C)CS(=O)(=O)O)=O (3-benzylidene-2-oxo-10-bornane sulfonic acid). The yield is 81.7%. As a reaction SMILES: [CH:1](=[C:8]1[CH:13]2[C:14]([CH3:16])([CH3:15])[C:10]([CH2:17][S:18]([O-:21])(=[O:20])=[O:19])([CH2:11][CH2:12]2)[C:9]1=[O:22])[C:2]1[CH:7]=[CH:6][CH:5]=[CH:4][CH:3]=1.[Na+].Cl>O>[CH:1](=[C:8]1[CH:13]2[C:14]([CH3:16])([CH3:15])[C:10]([CH2:17][S:18]([OH:21])(=[O:20])=[O:19])([CH2:11][CH2:12]2)[C:9]1=[O:22])[C:2]1[CH:3]=[CH:4][CH:5]=[CH:6][CH:7]=1 |f:0.1|. Reported procedure: 20 g of the sodium salt of Example 8 are dissolved with heating in 200 ml of water. 100 ml of concentrated hydrochloric acid are then added with stirring. The precipitate obtained is filtered and dried in a dessicator in the presence of potash and phosphoric anhydride. Thus, 15.3 g of a white powder, melting at 124° C., are obtained. This product contains a mole of crystallization water. The reactants are C(C)OC(CC#N)=O (cyanoacetic acid ethyl ester), C1(CC1)C(=O)C (cyclopropylmethylketone). Yields the product product, C(C)(=O)[O-].[NH4+] (ammonium acetate), OC=1C=C(C=O)C=CC1 (3-hydroxybenzaldehyde). RXN SMILES: [CH2:1]([O:3][C:4](=[O:8])[CH2:5]C#[N:7])[CH3:2].[CH:9]1([C:12]([CH3:14])=[O:13])[CH2:11][CH2:10]1>>[C:4]([O-:8])(=[O:3])[CH3:5].[NH4+:7].[OH:13][C:12]1[CH:14]=[C:2]([CH:10]=[CH:11][CH:9]=1)[CH:1]=[O:3] |f:2.3|. Procedure: Analogously to Example 1a, 750 mg of product is obtained from 5 g of ammonium acetate, 875 μl of cyanoacetic acid ethyl ester, 815 μl of cyclopropylmethylketone and 1 g of 3-hydroxybenzaldehyde. Reactants: Cl.C1(=CC=CC=C1)C1(CCNCC1)C#N (4-Phenyl-4-cyano-piperidine hydrochloride), C(C1=CC=CC=C1)Br (Benzyl bromide), C([O-])([O-])=O.[K+].[K+] (potassium carbonate). The solvent is C1CCOC1.O (THF water). The product is C1(=CC=CC=C1)C1(CCN(CC1)CC1=CC=CC=C1)C#N (4-phenyl-4-cyano-1-benzyl-piperidine). RXN SMILES: Cl.[C:2]1([C:8]2([C:14]#[N:15])[CH2:13][CH2:12][NH:11][CH2:10][CH2:9]2)[CH:7]=[CH:6][CH:5]=[CH:4][CH:3]=1.[CH2:16](Br)[C:17]1[CH:22]=[CH:21][CH:20]=[CH:19][CH:18]=1.C(=O)([O-])[O-].[K+].[K+]>C1COCC1.O>[C:2]1([C:8]2([C:14]#[N:15])[CH2:9][CH2:10][N:11]([CH2:16][C:17]3[CH:22]=[CH:21][CH:20]=[CH:19][CH:18]=3)[CH2:12][CH2:13]2)[CH:3]=[CH:4][CH:5]=[CH:6][CH:7]=1 |f:0.1,3.4.5,6.7|. Procedure: 4-Phenyl-4-cyano-piperidine hydrochloride (10 g, 44.9 mmol), Benzyl bromide (5.4 mL, 45.4 mmol), and potassium carbonate (25.2g, 182.3 mmol) were combined in THF/water (80 mL/20 mL). After 18 hours the reaction mixture was partitioned between water and dichloromethane. The organic layer was separated and extracted with water, dried over MgSO4, filtered and evaporated in vacuo to give a residue. The residue was recrystallized from hexane to give 4-phenyl-4-cyano-1-benzyl-piperidine as a solid: mp... Reactants: C(C1=CC=CC=C1)OC(=O)N1CC(NCC1)=O (4-benyloxycarbonylpiperazin-2-one), C[Si](C)(C)[N-][Si](C)(C)C.[Li+] (lithium bis(trimethylsilyl) amide), ICC(=O)OCC (Ethyl iodoacetate). Solvent: C1CCOC1 (THF). Reaction conditions: temperature -10 celsius. Yields the product C(C1=CC=CC=C1)OC(=O)N1CC(N(CC1)CC(=O)OCC)=O (Ethyl 2-(4-benzyloxycarbonyl-2-oxopiperazino)acetate). Isolated yield 81.0%. As a reaction SMILES: [CH2:1]([O:8][C:9]([N:11]1[CH2:16][CH2:15][NH:14][C:13](=[O:17])[CH2:12]1)=[O:10])[C:2]1[CH:7]=[CH:6][CH:5]=[CH:4][CH:3]=1.C[Si]([N-][Si](C)(C)C)(C)C.[Li+].I[CH2:29][C:30]([O:32][CH2:33][CH3:34])=[O:31]>C1COCC1>[CH2:1]([O:8][C:9]([N:11]1[CH2:16][CH2:15][N:14]([CH2:29][C:30]([O:32][CH2:33][CH3:34])=[O:31])[C:13](=[O:17])[CH2:12]1)=[O:10])[C:2]1[CH:3]=[CH:4][CH:5]=[CH:6][CH:7]=1 |f:1.2|. Reported procedure: To a solution of 4-benyloxycarbonylpiperazin-2-one (M.W.=234.26, 2.34 g, 10 mmol) in anhydrous THF (150 mL) at −78° C. under argon was added lithium bis(trimethylsilyl) amide (1 M in THF, 12 mL, 12 mmol) dropwise. The mixture was stirred at −78° C. for 30 min Ethyl iodoacetate (M.W.−214, 2.14 g, 10 mmol) was added to the mixture at −78° C., stirred, warmed up to −10° C., and then kept in the freezer over night. The reaction was quenched by adding 1N HCl (60 mL) and extracted with EtOAc (200 mL+1... Starting materials: C(C=C)ON(S(=O)(=O)C1=C(C=CC=C1)[N+](=O)[O-])[C@@H]1C(=C[C@H](N(C1)C(=O)OC(C)(C)C)CO[Si](C)(C)C(C)(C)C)C ((2S,5R)-tert-butyl 5-(N-(allyloxy)-2-nitrophenylsulfonamido)-2-((tert-butyldimethylsilyloxy)methyl)-4-methyl-5,6-dihydropyridine-1(2H)-carboxylate), C(C=C)ON(S(=O)(=O)C1=C(C=CC=C1)[N+](=O)[O-])[C@@H]1C(=C[C@H](N(C1)C(=O)OC(C)(C)C)CO[Si](C)(C)C(C)(C)C)C ((2S,5R)-tert-butyl 5-(N-(allyloxy)-2-nitrophenylsulfonamido)-2-((tert-butyldimethylsilyloxy)methyl)-4-methyl-5,6-dihydropyridine-1(2H)-carboxylate). The reagents and catalysts are [Br-].[Zn+2].[Br-] (zinc bromide). Run in C(Cl)Cl (DCM), C(Cl)Cl (DCM). Reaction conditions: time 8 hour. Yields the product C(C=C)ON(S(=O)(=O)C1=C(C=CC=C1)[N+](=O)[O-])[C@H]1CN[C@@H](C=C1C)CO[Si](C)(C)C(C)(C)C (N-(allyloxy)-N-((3R,6S)-6-((tert-butyldimethylsilyloxy)methyl)-4-methyl-1,2,3,6-tetrahydropyridin-3-yl)-2-nitrobenzenesulfonamide). The yield is 100.0%. Reaction SMILES: [CH2:1]([O:4][N:5]([C@H:18]1[CH2:23][N:22](C(OC(C)(C)C)=O)[C@H:21]([CH2:31][O:32][Si:33]([C:36]([CH3:39])([CH3:38])[CH3:37])([CH3:35])[CH3:34])[CH:20]=[C:19]1[CH3:40])[S:6]([C:9]1[CH:14]=[CH:13][CH:12]=[CH:11][C:10]=1[N+:15]([O-:17])=[O:16])(=[O:8])=[O:7])[CH:2]=[CH2:3]>C(Cl)Cl.[Br-].[Zn+2].[Br-]>[CH2:1]([O:4][N:5]([C@@H:18]1[C:19]([CH3:40])=[CH:20][C@@H:21]([CH2:31][O:32][Si:33]([C:36]([CH3:39])([CH3:38])[CH3:37])([CH3:34])[CH3:35])[NH:22][CH2:23]1)[S:6]([C:9]1[CH:14]=[CH:13][CH:12]=[CH:11][C:10]=1[N+:15]([O-:17])=[O:16])(=[O:8])=[O:7])[CH:2]=[CH2:3] |f:2.3.4|. Procedure: To a solution of (2S,5R)-tert-butyl 5-(N-(allyloxy)-2-nitrophenylsulfonamido)-2-((tert-butyldimethylsilyloxy)methyl)-4-methyl-5,6-dihydropyridine-1(2H)-carboxylate (Intermediate 10, 13.38 g, 22.38 mmol) in DCM (200 mL) at room temperature was added zinc bromide (3.36 mL, 67.15 mmol). The reaction mixture was stirred at room temperature overnight then diluted with DCM and washed with saturated sodium bicarbonate and brine. The organic layer was dried over magnesium sulfate, filtered and concentra... Starting materials: [Al+3], CCCc1ccc(OCOC)c(C(=O)OC)c1, [H-], [H-], [H-], [H-], [Li+], C1CCOC1. The product is CCCc1ccc(OCOC)c(CO)c1. Reaction SMILES: [Al+3:19].[CH3:1][O:2][CH2:3][O:4][c:5]1[c:6]([C:7](=[O:8])[O:9][CH3:10])[cH:11][c:12]([CH2:15][CH2:16][CH3:17])[cH:13][cH:14]1.[H-:18].[H-:21].[H-:22].[H-:23].[Li+:20].[O:24]1[CH2:25][CH2:26][CH2:27][CH2:28]1>>[CH3:1][O:2][CH2:3][O:4][c:5]1[c:6]([CH2:7][OH:8])[cH:11][c:12]([CH2:15][CH2:16][CH3:17])[cH:13][cH:14]1. Reactants: C(CCC)[Li] (butyl lithium), FC1=CC=C(C=C1)CC=1CC2=CC=CC=C2C1 (2-(4-fluorophenylmethyl)indene), [Cl-].CC(C)(C)N[SiH](C)C (N-(1,1-dimethylethyl)dimethylsilanamine chloride). Run in hexanes. Run at time 8 hour. The product is FC1=CC=C(C=C1)CC=1C(C2=CC=CC=C2C1)[Si](NC(C)(C)C)(C)C ((2-(4-fluorophenylmethyl)inden-1-yl)-N-(1,1-dimethylethyl)dimethylsilanamine). Isolated yield 96.9%. Reaction SMILES: [F:1][C:2]1[CH:7]=[CH:6][C:5]([CH2:8][C:9]2[CH2:10][C:11]3[C:16]([CH:17]=2)=[CH:15][CH:14]=[CH:13][CH:12]=3)=[CH:4][CH:3]=1.C([Li])CCC.[Cl-].[CH3:24][C:25]([NH:28][SiH:29]([CH3:31])[CH3:30])([CH3:27])[CH3:26]>>[F:1][C:2]1[CH:3]=[CH:4][C:5]([CH2:8][C:9]2[CH:10]([Si:29]([CH3:31])([CH3:30])[NH:28][C:25]([CH3:27])([CH3:26])[CH3:24])[C:11]3[C:16]([CH:17]=2)=[CH:15][CH:14]=[CH:13][CH:12]=3)=[CH:6][CH:7]=1 |f:2.3|. Procedure details: To a mixture of 2-(4-fluorophenylmethyl)indene (2.21 g, 9.9 mmol) in 45 mL of hexanes were added 6.5 mL of butyl lithium (1.6 M hexane; 10.4 mmol). The mixture was stirred overnight, the mother liquor decanted and the solid dissolved in THF. To this was added N-(1,1-dimethylethyl)dimethylsilanamine chloride (1.80 g, 10.8 mmol) and the reaction heated at reflux for three hours. The volatiles were removed in vacuo, the residue extracted with hexane, filtered and the volatiles removed in vacuo to g... Reactants: Cc1ccc(Oc2ccc(N)cc2C)cn1, CC(C)O, CC(=O)N(C)CCOc1cccc2ncnc(Cl)c12. The product is CC(=O)N(C)CCOc1cccc2ncnc(Nc3ccc(Oc4ccc(C)nc4)c(C)c3)c12. As a reaction SMILES: [CH3:20][c:21]1[cH:22][c:23]([NH2:24])[cH:25][cH:26][c:27]1[O:28][c:29]1[cH:30][n:31][c:32]([CH3:35])[cH:33][cH:34]1.[CH:36]([OH:37])([CH3:38])[CH3:39].[Cl:1][c:2]1[n:3][cH:4][n:5][c:6]2[cH:7][cH:8][cH:9][c:10]([O:12][CH2:13][CH2:14][N:15]([C:16]([CH3:17])=[O:18])[CH3:19])[c:11]12>>[c:2]1([NH:24][c:23]2[cH:22][c:21]([CH3:20])[c:27]([O:28][c:29]3[cH:30][n:31][c:32]([CH3:35])[cH:33][cH:34]3)[cH:26][cH:25]2)[n:3][cH:4][n:5][c:6]2[cH:7][cH:8][cH:9][c:10]([O:12][CH2:13][CH2:14][N:15]([C:16]([CH3:17])=[O:18])[CH3:19])[c:11]12. Reactants: CC(=O)O[BH-](OC(C)=O)OC(C)=O, CC(C)(C)OC(=O)N1CCC2(CCC(=O)CC2)CC1, CC(=O)O, ClCCCl, Nc1ccc(Cl)c(Cl)c1, [Na+]. The product is CC(C)(C)OC(=O)N1CCC2(CCC(Nc3ccc(Cl)c(Cl)c3)CC2)CC1. RXN SMILES: [C:10]([O:11][BH-:12]([O:13][C:14](=[O:15])[CH3:16])[O:17][C:18](=[O:19])[CH3:20])(=[O:21])[CH3:22].[C:28]([CH3:29])([CH3:30])([CH3:31])[O:32][C:33](=[O:34])[N:35]1[CH2:36][CH2:37][C:38]2([CH2:39][CH2:40]1)[CH2:41][CH2:42][C:43](=[O:46])[CH2:44][CH2:45]2.[CH3:24][C:25](=[O:26])[OH:27].[Cl:47][CH2:48][CH2:49][Cl:50].[NH2:1][c:2]1[cH:3][cH:4][c:5]([Cl:6])[c:7]([Cl:8])[cH:9]1.[Na+:23]>>[NH:1]([c:2]1[cH:3][cH:4][c:5]([Cl:6])[c:7]([Cl:8])[cH:9]1)[CH:43]1[CH2:42][CH2:41][C:38]2([CH2:37][CH2:36][N:35]([C:33]([O:32][C:28]([CH3:29])([CH3:30])[CH3:31])=[O:34])[CH2:40][CH2:39]2)[CH2:45][CH2:44]1.